Dataset: the Open Reaction Database (ORD), a public repository of structured organic reaction records. Task: describe an organic reaction: reactants, conditions, products, and yield The reactants are BrC(C(=O)C1=C(C=CC=C1)OC)C (2-Bromo-1-(2-methoxy-phenyl)-propan-1-one), COC(CCCCC(N)=O)=O (5-carbamoyl-pentanoic acid methyl ester). Run in CO (methanol). Yields the product COC(CCCCC=1OC(=C(N1)C1=C(C=CC=C1)OC)C)=O (5-[4-(2-methoxy-phenyl)-5-methyl-oxazol-2-yl]-pentanoic acid methyl ester). As a reaction SMILES: Br[CH:2]([CH3:13])[C:3]([C:5]1[CH:10]=[CH:9][CH:8]=[CH:7][C:6]=1[O:11][CH3:12])=O.[CH3:14][O:15][C:16](=[O:24])[CH2:17][CH2:18][CH2:19][CH2:20][C:21](=[O:23])[NH2:22]>CO>[CH3:14][O:15][C:16](=[O:24])[CH2:17][CH2:18][CH2:19][CH2:20][C:21]1[O:23][C:2]([CH3:13])=[C:3]([C:5]2[CH:10]=[CH:9][CH:8]=[CH:7][C:6]=2[O:11][CH3:12])[N:22]=1. Procedure details: Combine 2-Bromo-1-(2-methoxy-phenyl)-propan-1-one (7.25 g, 29.8 mmol) with 5-carbamoyl-pentanoic acid methyl ester (9.5 g, 60.5 mmol) and heat the neat mixture in a sealed vessel at 140-150° C. for about 4 h. Cool the mixture, transfer to a flask using methanol and concentrate. Partition the residue between water and EtOAc. Dry the combined extracts over Na2SO4 and concentrate. Chromatography over silica gel (MeOH/CH2Cl2) allows for recovery of 5-[4-(2-methoxy-phenyl)-5-methyl-oxazol-2-yl]-penta... As a reaction SMILES: [CH3:12][c:13]1[cH:14][cH:15][cH:16][cH:17][cH:18]1.[NH2:1][c:2]1[n:3][c:4]([S:10][CH3:11])[n:5][cH:6][c:7]1[CH2:8][OH:9]>>[NH2:1][c:2]1[n:3][c:4]([S:10][CH3:11])[n:5][cH:6][c:7]1[C:8](=[O:9])[CH3:12]. Starting materials: Cc1ccccc1, CSc1ncc(CO)c(N)n1. Yields the product CSc1ncc(C(C)=O)c(N)n1.